This data is from the Open Reaction Database (ORD), a public repository of structured organic reaction records. The task is: describe an organic reaction: reactants, conditions, products, and yield Reactants: CC1(C)CC(O[Si](C)(C)C(C)(C)C)c2c(cc(C3CCCC3)c(C(=O)c3ccc(C(F)(F)F)cc3)c2-c2ccc(F)cc2)O1, O=C([O-])C(O)C(O)C(=O)[O-], CC(C)C[Al+]CC(C)C, Cc1ccccc1, [H-], [K+], [Na+]. Product: CC1(C)CC(O[Si](C)(C)C(C)(C)C)c2c(cc(C3CCCC3)c(C(O)c3ccc(C(F)(F)F)cc3)c2-c2ccc(F)cc2)O1. RXN SMILES: [C:1]([CH3:2])([CH3:3])([CH3:4])[Si:5]([O:6][CH:7]1[CH2:8][C:9]([CH3:41])([CH3:42])[O:10][c:11]2[cH:12][c:13]([CH:36]3[CH2:37][CH2:38][CH2:39][CH2:40]3)[c:14]([C:24](=[O:25])[c:26]3[cH:27][cH:28][c:29]([C:32]([F:33])([F:34])[F:35])[cH:30][cH:31]3)[c:15](-[c:17]3[cH:18][cH:19][c:20]([F:23])[cH:21][cH:22]3)[c:16]21)([CH3:43])[CH3:44].[C:55]([CH:56]([CH:57]([C:58]([O-:59])=[O:60])[OH:61])[OH:62])([O-:63])=[O:64].[CH2:46]([Al+:47][CH2:48][CH:49]([CH3:50])[CH3:51])[CH:52]([CH3:53])[CH3:54].[CH3:67][c:68]1[cH:69][cH:70][cH:71][cH:72][cH:73]1.[H-:45].[K+:65].[Na+:66]>>[C:1]([CH3:2])([CH3:3])([CH3:4])[Si:5]([O:6][CH:7]1[CH2:8][C:9]([CH3:41])([CH3:42])[O:10][c:11]2[cH:12][c:13]([CH:36]3[CH2:37][CH2:38][CH2:39][CH2:40]3)[c:14]([CH:24]([OH:25])[c:26]3[cH:27][cH:28][c:29]([C:32]([F:33])([F:34])[F:35])[cH:30][cH:31]3)[c:15](-[c:17]3[cH:18][cH:19][c:20]([F:23])[cH:21][cH:22]3)[c:16]21)([CH3:43])[CH3:44]. Product: C(C)OC(C(Cl)(Cl)Cl)=O (ethyltrichloroacetate). The solvent is C(C)O (Ethanol). Reaction SMILES: [Cl:1][C:2]([Cl:13])([Cl:12])[C:3]([O:5][C:6](=O)[C:7](Cl)(Cl)Cl)=[O:4]>C(O)C>[CH2:6]([O:5][C:3](=[O:4])[C:2]([Cl:13])([Cl:12])[Cl:1])[CH3:7]. Starting materials: ClC(C(=O)OC(C(Cl)(Cl)Cl)=O)(Cl)Cl (trichloroacetic anhydride). Procedure: Ethanol is reacted with trichloroacetic anhydride to yield ethyltrichloroacetate. Procedure details: The trifluoroacetyl indole (D16, 0.25 g, 0.99 mmol) was stirred with potassium carbonate (0.20 g, 1.5 mmol) in methanol (7.5 ml) at 550 C for 1.5 h. Solvent was evaporated and the residue was partitioned between water and dichloromethane. The organic extract was dried and evaporated to give the title compound (0.14 g, 86%). NMR (CDCl3) δ: 1.30 (6H, d, J=7), 3.00 (1H, m, J=7), 6.48 (1H, m), 7.01 (1H, m), 7.09 (1H, d, J=8), 7.20 (1H, d, J=8), 7.49 (1H, s), 7.71 (1H, broad). As a reaction SMILES: [CH3:1][CH:2]([C:4]1[CH:5]=[C:6]2[C:10](=[CH:11][CH:12]=1)[N:9](C(=O)C(F)(F)F)[CH:8]=[CH:7]2)[CH3:3].C(=O)([O-])[O-].[K+].[K+]>CO>[CH3:3][CH:2]([C:4]1[CH:5]=[C:6]2[C:10](=[CH:11][CH:12]=1)[NH:9][CH:8]=[CH:7]2)[CH3:1] |f:1.2.3|. The reactants are CC(C)C=1C=C2C=CN(C2=CC1)C(C(F)(F)F)=O (5-(2-Propyl)-1-trifluoroacetyl Indole), C([O-])([O-])=O.[K+].[K+] (potassium carbonate). The yield is 88.8%. Yields the product CC(C)C=1C=C2C=CNC2=CC1 (5-(2-propyl)indole). Solvent: CO (methanol). Starting materials: O=C1CCC1, N#Cc1ccc(N2CCC(C(=O)N3CCCNCC3)CC2)nc1, CC(=O)O[BH-](OC(C)=O)OC(C)=O, ClCCl, Cl, Cl, [Na+]. The product is N#Cc1ccc(N2CCC(C(=O)N3CCCN(C4CCC4)CC3)CC2)nc1, Cl. Reaction SMILES: [C:25]1(=[O:29])[CH2:26][CH2:27][CH2:28]1.[C:2](#[N:3])[c:4]1[cH:5][cH:6][c:7]([N:10]2[CH2:11][CH2:12][CH:13]([C:16](=[O:17])[N:18]3[CH2:19][CH2:20][NH:21][CH2:22][CH2:23][CH2:24]3)[CH2:14][CH2:15]2)[n:8][cH:9]1.[C:30]([O:31][BH-:32]([O:33][C:34](=[O:35])[CH3:36])[O:37][C:38](=[O:39])[CH3:40])(=[O:41])[CH3:42].[Cl:45][CH2:46][Cl:47].[ClH:1].[ClH:44].[Na+:43]>>[C:2](#[N:3])[c:4]1[cH:5][cH:6][c:7]([N:10]2[CH2:11][CH2:12][CH:13]([C:16](=[O:17])[N:18]3[CH2:19][CH2:20][N:21]([CH:25]4[CH2:26][CH2:27][CH2:28]4)[CH2:22][CH2:23][CH2:24]3)[CH2:14][CH2:15]2)[n:8][cH:9]1.[ClH:1]. Reactants: NC(C(=O)O)C (2-Amino propanoic acid), 9.7, C1(=CC=C(C=C1)S(=O)(=O)O)C (p-toluenesulphonic acid), C(C1=CC=CC=C1)O (Benzyl alcohol), O (water). The solvent is C1(=CC=CC=C1)C (toluene), ClCCl (dichloromethane). The product is C(C1=CC=CC=C1)OC(C(C)N)=O (2-amino propanoic acid benzyl ester). Reaction SMILES: [NH2:1][CH:2]([CH3:6])[C:3]([OH:5])=[O:4].[C:7]1([CH3:17])[CH:12]=[CH:11][C:10](S(O)(=O)=O)=[CH:9][CH:8]=1.C(O)C1C=CC=CC=1.O>C1(C)C=CC=CC=1.ClCCl>[CH2:17]([O:4][C:3](=[O:5])[CH:2]([NH2:1])[CH3:6])[C:7]1[CH:12]=[CH:11][CH:10]=[CH:9][CH:8]=1. Reported procedure: 4.45 g (50 mMol) 2-Amino propanoic acid were added to 9.7 (51 mMol) p-toluenesulphonic acid and 20 ml (193 mMol) Benzyl alcohol in 10 ml toluene. The reaction mixture was heated under reflux for 2 h using a water separator. 30 ml dichloromethane was added to the cooled reaction mixture. The product was purified by flash chromatography using CH2Cl2:CH3OH 50:1. The reactants are lactone, O (water), O1CCCC1 (tetrahydrofuran), C1(=CC=CC=C1)C (toluene), [H-].C(C(C)C)[Al+]CC(C)C (diisobutylaluminum hydride). Reaction conditions: time 0.5 hour. The product is C1(=CC=CC=C1)CC(=O)OC (methyl 2-phenylacetate). As a reaction SMILES: [C:1]1([CH3:7])[CH:6]=[CH:5][CH:4]=[CH:3][CH:2]=1.[H-].C([Al+]CC(C)C)C(C)C.[OH2:18].[O:19]1[CH2:23]CC[CH2:20]1>>[C:1]1([CH2:7][C:20]([O:19][CH3:23])=[O:18])[CH:6]=[CH:5][CH:4]=[CH:3][CH:2]=1 |f:1.2|. Reported procedure: To a solution of the above lactone in 45 ml. of toluene at -78° C. is added dropwise, while stirring, diisobutylaluminum hydride (3.9 ml.). Stirring is continued at -78° C. for 0.5 hr., whereupon a solution of 9 ml. of water in 17 ml. of tetrahydrofuran is added. After the mixture is stirred for an additional hour at about 25° C. it is filtered. The filtrate is washed with brine, dried, and concentrated to yield the formula-LXXII title compound, 4.39 g., on oil. Starting materials: FC=1C=CC2=C(SC=C2N2CCN(CC2)CCCCN2C(C3=CC=CC=C3C2=O)=O)C1 (2-[4-[4-(6-fluorobenzo[b]thien-3-yl)-1-piperazinyl]butyl]-1H-isoindole-1,3(2H)-dione), [H-].[H-].[H-].[H-].[Li+].[Al+3] (LiAlH4), O (water), [OH-].[Na+] (NaOH), O (water). The solvent is O1CCCC1 (tetrahydrofuran), O1CCCC1 (tetrahydrofuran). Reaction conditions: temperature 50 celsius, time 4 hour. Product: FC=1C=CC2=C(SC=C2N2CCN(CC2)CCCCN2C=C3C=CC=CC3=C2)C1 (4-(6-Fluorobenzo[b]thien-3-yl)-1-[4-(isoindol-2-yl)butyl]piperazine). Isolated yield 63.1%. RXN SMILES: [H-].[H-].[H-].[H-].[Li+].[Al+3].[F:7][C:8]1[CH:9]=[CH:10][C:11]2[C:15]([N:16]3[CH2:21][CH2:20][N:19]([CH2:22][CH2:23][CH2:24][CH2:25][N:26]4[C:34](=O)[C:33]5[C:28](=[CH:29][CH:30]=[CH:31][CH:32]=5)[C:27]4=O)[CH2:18][CH2:17]3)=[CH:14][S:13][C:12]=2[CH:37]=1.O.[OH-].[Na+]>O1CCCC1>[F:7][C:8]1[CH:9]=[CH:10][C:11]2[C:15]([N:16]3[CH2:17][CH2:18][N:19]([CH2:22][CH2:23][CH2:24][CH2:25][N:26]4[CH:27]=[C:28]5[C:33]([CH:32]=[CH:31][CH:30]=[CH:29]5)=[CH:34]4)[CH2:20][CH2:21]3)=[CH:14][S:13][C:12]=2[CH:37]=1 |f:0.1.2.3.4.5,8.9|. Procedure: To a stirred suspension of LiAlH4 (1.50 g, 37.9 mmol) in anhydrous tetrahydrofuran (100 mL) under a nitrogen atmosphere at room temperature was added dropwise a solution of 2-[4-[4-(6-fluorobenzo[b]thien-3-yl)-1-piperazinyl]butyl]-1H-isoindole-1,3(2H)-dione (5.95 g, 13.6 mmol) in anhydrous tetrahydrofuran (125 mL) over 20 minutes. After the addition the reaction was stirred at 50° C. for 4 hours and then cooled to room temperature. The reaction was treated sequentially with water (1.5 mL), 15% N...